Dataset: the Open Reaction Database (ORD), a public repository of structured organic reaction records. Task: describe an organic reaction: reactants, conditions, products, and yield The reactants are O=C([O-])[O-], ClCCl, [K+], [K+], O, BrP(Br)Br, O=[N+]([O-])c1c(Nc2ccon2)c[n+]([O-])c2c1COCC2. Yields the product O=[N+]([O-])c1c(Nc2ccon2)cnc2c1COCC2. RXN SMILES: [C:26](=[O:27])([O-:28])[O-:29].[CH2:32]([Cl:33])[Cl:34].[K+:30].[K+:31].[OH2:25].[P:21]([Br:22])([Br:23])[Br:24].[o:1]1[n:2][c:3]([NH:6][c:7]2[c:8]([N+:18](=[O:19])[O-:20])[c:9]3[c:10]([n+:11]([O-:13])[cH:12]2)[CH2:14][CH2:15][O:16][CH2:17]3)[cH:4][cH:5]1>>[o:1]1[n:2][c:3]([NH:6][c:7]2[c:8]([N+:18](=[O:19])[O-:20])[c:9]3[c:10]([n:11][cH:12]2)[CH2:14][CH2:15][O:16][CH2:17]3)[cH:4][cH:5]1. Starting materials: C(C)OC(CSC1=CN=C(S1)NC(=O)N(CC1CCCC1)C1=CC(=CC=C1)NC(C)=O)=O ({2-[3-(3-acetylamino-phenyl)-3-cyclopentylmethyl-ureido]-thiazol-5-ylsulfanyl}-acetic acid ethyl ester), C1(CCCC1)C=O (cyclopentanecarbaldehyde), C(C)OC(CSC1=CN=C(S1)N)=O ((2-amino-thiazol-5-ylsulfanyl)acetic acid ethyl ester), C1(CCCC1)CN(C(NC=1SC=C(N1)CC(=O)O)=O)C1=CC(=C(C=C1)F)F ({2-[3-cyclopentylmethyl-3-(3,4-difluoro-phenyl)-ureido]-thiazol-4-yl}-acetic acid), NC=1C=C(C=CC1)NC(C)=O (N-(3-amino-phenyl)-acetamide). Product: C(C)(=O)NC=1C=C(C=CC1)N(C(NC=1SC(=CN1)SCC(=O)O)=O)CC1CCCC1 ({2-[3-(3-Acetylamino-phenyl)-3-cyclopentylmethyl-ureido]-thiazol-5-ylsulfanyl}-acetic acid). Reaction SMILES: C([O:3][C:4](=[O:32])[CH2:5][S:6][C:7]1[S:11][C:10]([NH:12][C:13]([N:15]([C:22]2[CH:27]=[CH:26][CH:25]=[C:24]([NH:28][C:29](=[O:31])[CH3:30])[CH:23]=2)[CH2:16][CH:17]2[CH2:21][CH2:20][CH2:19][CH2:18]2)=[O:14])=[N:9][CH:8]=1)C.C1(CN(C2C=CC(F)=C(F)C=2)C(=O)NC2SC=C(CC(O)=O)N=2)CCCC1.NC1C=C(NC(=O)C)C=CC=1.C1(C=O)CCCC1.C(OC(=O)CSC1SC(N)=NC=1)C>>[C:29]([NH:28][C:24]1[CH:23]=[C:22]([N:15]([CH2:16][CH:17]2[CH2:21][CH2:20][CH2:19][CH2:18]2)[C:13](=[O:14])[NH:12][C:10]2[S:11][C:7]([S:6][CH2:5][C:4]([OH:32])=[O:3])=[CH:8][N:9]=2)[CH:27]=[CH:26][CH:25]=1)(=[O:31])[CH3:30]. Procedure details: The title compound was prepared via {2-[3-(3-acetylamino-phenyl)-3-cyclopentylmethyl-ureido]-thiazol-5-ylsulfanyl}-acetic acid ethyl ester in a similar manner as described for the synthesis of {2-[3-cyclopentylmethyl-3-(3,4-difluoro-phenyl)-ureido]-thiazol-4-yl}-acetic acid, using N-(3-amino-phenyl)-acetamide, cyclopentanecarbaldehyde and (2-amino-thiazol-5-ylsulfanyl)acetic acid ethyl ester. Solvent: O (water), O (water). Yields the product O=C1NC2=C(CCN1C1CCN(CC1)C1=CC(=NC=N1)C(=O)O)C=CC=C2 (6-[4-(2-oxo-1,2,4,5-tetrahydro-1,3-benzodiazepin-3-yl)-piperidin-1-yl]-pyrimidine-4-carboxylic acid). Run at time 30 minute. Reported procedure: 590 mg (1.49 mmol) ethyl 6-[4-(2-oxo-1,2,4,5-tetrahydro-1,3-benzodiazepin-3-yl)-piperidin-1-yl]-pyrimidine-4-carboxylate, 20 mL ethanol, 1 mL water and 1 mL (4.0 mmol) of a 4M NaOH solution were stirred for 2 h at RT. The reaction mixture was diluted with water until the precipitate had dissolved. 1 mL of a 4M hydrochloric acid solution were added and the ethanol was eliminated i. vac. The reaction mixture was stirred for 30 min at RT, the precipitate was suction filtered and dried at 50° C. in ... The reactants are Cl (hydrochloric acid), C(C)O (ethanol), O=C1NC2=C(CCN1C1CCN(CC1)C1=CC(=NC=N1)C(=O)OCC)C=CC=C2 (ethyl 6-[4-(2-oxo-1,2,4,5-tetrahydro-1,3-benzodiazepin-3-yl)-piperidin-1-yl]-pyrimidine-4-carboxylate), C(C)O (ethanol), [OH-].[Na+] (NaOH). As a reaction SMILES: [O:1]=[C:2]1[N:8]([CH:9]2[CH2:14][CH2:13][N:12]([C:15]3[N:20]=[CH:19][N:18]=[C:17]([C:21]([O:23]CC)=[O:22])[CH:16]=3)[CH2:11][CH2:10]2)[CH2:7][CH2:6][C:5]2[CH:26]=[CH:27][CH:28]=[CH:29][C:4]=2[NH:3]1.C(O)C.[OH-].[Na+].Cl>O>[O:1]=[C:2]1[N:8]([CH:9]2[CH2:10][CH2:11][N:12]([C:15]3[N:20]=[CH:19][N:18]=[C:17]([C:21]([OH:23])=[O:22])[CH:16]=3)[CH2:13][CH2:14]2)[CH2:7][CH2:6][C:5]2[CH:26]=[CH:27][CH:28]=[CH:29][C:4]=2[NH:3]1 |f:2.3|. The reagents and catalysts are S(O)(O)(=O)=O (sulfuric acid). Reaction conditions: temperature 130 celsius, time 8 hour. Procedure: 2.20 g (5.27 mmol) of the compound from Example 31A are suspended in 80 ml of triethyl orthoformate and heated to 130° C. Then, over a total period of 8 hours, 5 drops of concentrated sulfuric acid are added each hour to the reaction mixture. It is then stirred at the same temperature overnight. After cooling, excess orthoester is removed in a rotary evaporator, and the crude product is purified by column chromatography (silica gel; mobile phase: initially dichloromethane, then ethyl acetate, fi... RXN SMILES: [CH3:1][C:2]1[NH:3][C:4]2[CH:5]=[CH:6][NH:7][C:8](=[O:31])[C:9]=2[CH:10]([C:19]2[CH:20]=[CH:21][CH:22]=[C:23]3[C:28]=2[O:27][C:26]([CH3:29])=[CH:25][C:24]3=[O:30])[C:11]=1[C:12]([O:14][CH2:15][CH2:16][C:17]#[N:18])=[O:13].C(OCC)(OCC)O[CH2:34][CH3:35]>S(=O)(=O)(O)O>[CH2:34]([O:31][C:8]1[N:7]=[CH:6][CH:5]=[C:4]2[C:9]=1[CH:10]([C:19]1[CH:20]=[CH:21][CH:22]=[C:23]3[C:28]=1[O:27][C:26]([CH3:29])=[CH:25][C:24]3=[O:30])[C:11]([C:12]([O:14][CH2:15][CH2:16][C:17]#[N:18])=[O:13])=[C:2]([CH3:1])[NH:3]2)[CH3:35]. Reactants: CC=1NC=2C=CNC(C2C(C1C(=O)OCCC#N)C=1C=CC=C2C(C=C(OC12)C)=O)=O (2-Cyanoethyl 2-methyl-4-(2-methyl-4-oxo-4H-chromen-8-yl)-5-oxo-1,4,5,6-tetrahydro-1,6-naphthyridine-3-carboxylate), C(OCC)(OCC)OCC (triethyl orthoformate). Yields the product C(C)OC1=C2C(C(=C(NC2=CC=N1)C)C(=O)OCCC#N)C=1C=CC=C2C(C=C(OC12)C)=O (2-Cyanoethyl 5-ethoxy-2-methyl-4-(2-methyl-4-oxo-4H-chromen-8-yl)-1,4-dihydro-1,6-naphthyridine-3-carboxylate). Starting materials: CC1(C)C=C(C(=O)NCCC#N)c2cc(C(F)(F)C(F)(F)F)ccc2O1, COc1ccc(P2(=S)SP(=S)(c3ccc(OC)cc3)S2)cc1, c1ccccc1. Product: CC1(C)C=C(C(=S)NCCC#N)c2cc(C(F)(F)C(F)(F)F)ccc2O1. Reaction SMILES: [C:23](#[N:24])[CH2:25][CH2:26][NH:27][C:28](=[O:29])[C:30]1=[CH:31][C:32]([CH3:47])([CH3:48])[O:33][c:34]2[c:35]1[cH:36][c:37]([C:40]([C:41]([F:42])([F:43])[F:44])([F:45])[F:46])[cH:38][cH:39]2.[CH3:1][O:2][c:3]1[cH:4][cH:5][c:6]([P:7]2(=[S:10])[S:8][P:9]([c:11]3[cH:12][cH:13][c:14]([O:15][CH3:16])[cH:17][cH:18]3)(=[S:19])[S:20]2)[cH:21][cH:22]1.[cH:49]1[cH:50][cH:51][cH:52][cH:53][cH:54]1>>[S:10]=[C:28]([NH:27][CH2:26][CH2:25][C:23]#[N:24])[C:30]1=[CH:31][C:32]([CH3:47])([CH3:48])[O:33][c:34]2[c:35]1[cH:36][c:37]([C:40]([C:41]([F:42])([F:43])[F:44])([F:45])[F:46])[cH:38][cH:39]2. Starting materials: CCOC(=O)c1ccc(-c2ccccc2)nc1-c1ccc(OC)c(OC)c1, [Na+], [OH-], [OH]. Yields the product COc1ccc(-c2nc(-c3ccccc3)ccc2C(=O)O)cc1OC. Reaction SMILES: [CH3:3][O:4][c:5]1[cH:6][c:7](-[c:13]2[c:14]([C:15](=[O:16])[O:17][CH2:18][CH3:19])[cH:20][cH:21][c:22](-[c:24]3[cH:25][cH:26][cH:27][cH:28][cH:29]3)[n:23]2)[cH:8][cH:9][c:10]1[O:11][CH3:12].[Na+:2].[OH-:1].[OH:30]>>[CH3:3][O:4][c:5]1[cH:6][c:7](-[c:13]2[c:14]([C:15](=[O:16])[OH:17])[cH:20][cH:21][c:22](-[c:24]3[cH:25][cH:26][cH:27][cH:28][cH:29]3)[n:23]2)[cH:8][cH:9][c:10]1[O:11][CH3:12]. Starting materials: BrC=1C=C(C=CC1)C(CCCCN1CCC(CC1)C=1C=C(C=CC1)NC(C(C)C)=O)=O (N-(3-{1-[5-(3-bromophenyl)-5-oxopentyl]-4-piperidinyl}phenyl)-2-methylpropanamide), Cl.C1(=CC=CC=C1)N(N)C1=CC=CC=C1 (1,1-diphenylhydrazine hydrochloride). Product: BrC=1C=C(C=CC1)C=1N(C2=CC=CC=C2C1CCCN1CCC(CC1)C=1C=C(C=CC1)NC(C(C)C)=O)C1=CC=CC=C1 (N-[3-(1-{3-[2-(3-BROMOPHENYL)-1-PHENYL-1H-INDOL-3-YL]PROPYL}-4-PIPERIDINYL)PHENYL]-2-METHYLPROPANAMIDE). RXN SMILES: [Br:1][C:2]1[CH:3]=[C:4]([C:8](=O)[CH2:9][CH2:10][CH2:11][CH2:12][N:13]2[CH2:18][CH2:17][CH:16]([C:19]3[CH:20]=[C:21]([NH:25][C:26](=[O:30])[CH:27]([CH3:29])[CH3:28])[CH:22]=[CH:23][CH:24]=3)[CH2:15][CH2:14]2)[CH:5]=[CH:6][CH:7]=1.Cl.[C:33]1([N:39]([C:41]2[CH:46]=[CH:45][CH:44]=[CH:43][CH:42]=2)N)[CH:38]=[CH:37][CH:36]=[CH:35][CH:34]=1>>[Br:1][C:2]1[CH:3]=[C:4]([C:8]2[N:39]([C:41]3[CH:46]=[CH:45][CH:44]=[CH:43][CH:42]=3)[C:33]3[C:34]([C:9]=2[CH2:10][CH2:11][CH2:12][N:13]2[CH2:18][CH2:17][CH:16]([C:19]4[CH:20]=[C:21]([NH:25][C:26](=[O:30])[CH:27]([CH3:29])[CH3:28])[CH:22]=[CH:23][CH:24]=4)[CH2:15][CH2:14]2)=[CH:35][CH:36]=[CH:37][CH:38]=3)[CH:5]=[CH:6][CH:7]=1 |f:1.2|. Reported procedure: Prepared by Procedure E and Scheme M using N-(3-{1-[5-(3-bromophenyl)-5-oxopentyl]-4-piperidinyl}phenyl)-2-methylpropanamide and 1,1-diphenylhydrazine hydrochloride: ESMS m/e: 634.0 (M+H)+. Reactants: C(C)(C)(C)OC(=O)N1CCC(CC1)(C(=O)O)C1=NC=CC=C1 (1-tert-butoxycarbonyl-4-(pyridin-2-yl)-piperidine-4-carboxylic acid), N (NH3). Yields the product C(C)(C)(C)OC(=O)N1CCC(CC1)(C(=O)N)C1=NC=CC=C1 (1-tert-butoxycarbonyl-4-(pyridin-2-yl)-piperidine-4-carboxylic acid amide). Reaction SMILES: [C:1]([O:5][C:6]([N:8]1[CH2:13][CH2:12][C:11]([C:17]2[CH:22]=[CH:21][CH:20]=[CH:19][N:18]=2)([C:14](O)=[O:15])[CH2:10][CH2:9]1)=[O:7])([CH3:4])([CH3:3])[CH3:2].[NH3:23]>>[C:1]([O:5][C:6]([N:8]1[CH2:13][CH2:12][C:11]([C:17]2[CH:22]=[CH:21][CH:20]=[CH:19][N:18]=2)([C:14]([NH2:23])=[O:15])[CH2:10][CH2:9]1)=[O:7])([CH3:4])([CH3:3])[CH3:2]. Procedure details: Prepare by the method of example 20.8 using 1-tert-butoxycarbonyl-4-(pyridin-2-yl)-piperidine-4-carboxylic acid (4 mmol) and NH3 (gas). Purify to give the title compound. Procedure details: Trifluoroacetic acid 10 mL solution of the obtained tert-butyl 2-(4-fluoroanilino)-4-((E)-2-(4-(trifluoromethoxy)phenyl)vinyl)benzoate was stirred at room temperature for 2 hours. The solvent was removed under reduced pressure, and the obtained residue was refined by reversed-phase silica gel column chromatography [eluent; 60-100% acetonitrile/0.1% trifluoroacetic acid aqueous solution] to give 2-(4-fluoroanilino)-4-((E)-2-(4-(trifluoromethoxy)phenyl)vinyl)benzoic acid. Yields the product FC1=CC=C(NC2=C(C(=O)O)C=CC(=C2)\C=C\C2=CC=C(C=C2)OC(F)(F)F)C=C1 (2-(4-fluoroanilino)-4-((E)-2-(4-(trifluoromethoxy)phenyl)vinyl)benzoic acid). Starting materials: FC1=CC=C(NC2=C(C(=O)OC(C)(C)C)C=CC(=C2)\C=C\C2=CC=C(C=C2)OC(F)(F)F)C=C1 (tert-butyl 2-(4-fluoroanilino)-4-((E)-2-(4-(trifluoromethoxy)phenyl)vinyl)benzoate). RXN SMILES: [F:1][C:2]1[CH:34]=[CH:33][C:5]([NH:6][C:7]2[CH:19]=[C:18](/[CH:20]=[CH:21]/[C:22]3[CH:27]=[CH:26][C:25]([O:28][C:29]([F:32])([F:31])[F:30])=[CH:24][CH:23]=3)[CH:17]=[CH:16][C:8]=2[C:9]([O:11]C(C)(C)C)=[O:10])=[CH:4][CH:3]=1>FC(F)(F)C(O)=O>[F:1][C:2]1[CH:3]=[CH:4][C:5]([NH:6][C:7]2[CH:19]=[C:18](/[CH:20]=[CH:21]/[C:22]3[CH:27]=[CH:26][C:25]([O:28][C:29]([F:30])([F:31])[F:32])=[CH:24][CH:23]=3)[CH:17]=[CH:16][C:8]=2[C:9]([OH:11])=[O:10])=[CH:33][CH:34]=1. Solvent: FC(C(=O)O)(F)F (Trifluoroacetic acid).